Dataset: the Open Reaction Database (ORD), a public repository of structured organic reaction records. Task: describe an organic reaction: reactants, conditions, products, and yield As a reaction SMILES: [CH2:1](Br)[CH2:2][CH2:3][CH2:4][CH2:5][CH2:6][CH2:7][CH2:8][CH2:9][CH:10]=[CH2:11].[CH3:13][NH:14][CH3:15].Cl>>[CH3:13][N:14]([CH3:15])[CH:4]([CH2:3][CH2:2][CH3:1])[CH2:5][CH2:6][CH2:7][CH2:8][CH2:9][CH:10]=[CH2:11]. Reaction conditions: temperature 20 celsius, time 48 hour. Reported procedure: A mixture of 96.49 g of undecylenyl bromide and 314.0 ml of dimethylamine is agitated for 48 hours at 20° C. At the end of the reaction, the pH is brought to 2 by a hydrochloric acid solution (10%). The amine is extracted with methylene chloride. The product is CN(C(CCCCCC=C)CCC)C (Dimethyl (undecen-8-yl) amine). The reactants are C(CCCCCCCCC=C)Br (undecylenyl bromide), CNC (dimethylamine), Cl (hydrochloric acid).